describe an organic reaction: reactants, conditions, products, and yield From a dataset of the Open Reaction Database (ORD), a public repository of structured organic reaction records. The reactants are COC(=O)C=COc1ccc(Cl)cc1, ClC(Cl)(Br)[Hg]c1ccccc1, c1ccccc1. Yields the product COC(=O)C1C(Oc2ccc(Cl)cc2)C1(Cl)Cl. RXN SMILES: [Cl:1][c:2]1[cH:3][cH:4][c:5]([O:6][CH:7]=[CH:8][C:9](=[O:10])[O:11][CH3:12])[cH:13][cH:14]1.[c:15]1([Hg:16][C:22]([Br:17])([Cl:23])[Cl:24])[cH:18][cH:19][cH:20][cH:21][cH:25]1.[cH:26]1[cH:27][cH:28][cH:29][cH:30][cH:31]1>>[Cl:1][c:2]1[cH:3][cH:4][c:5]([O:6][CH:7]2[CH:8]([C:9](=[O:10])[O:11][CH3:12])[C:22]2([Cl:23])[Cl:24])[cH:13][cH:14]1. Reactants: CCCBr, CCCN1C(=O)C(C)(C)N=C(c2ccccc2F)c2cc([N+](=O)[O-])cc(Cl)c21. The product is CC1(C)N=C(c2ccccc2F)c2cc([N+](=O)[O-])cc(Cl)c2NC1=O. Reaction SMILES: [CH2:1]([Br:2])[CH2:3][CH3:4].[Cl:5][c:6]1[cH:7][c:8]([N+:30](=[O:31])[O-:32])[cH:9][c:10]2[c:16]1[N:15]([CH2:17][CH2:18][CH3:19])[C:14](=[O:20])[C:13]([CH3:21])([CH3:22])[N:12]=[C:11]2[c:23]1[c:24]([F:29])[cH:25][cH:26][cH:27][cH:28]1>>[Cl:5][c:6]1[cH:7][c:8]([N+:30](=[O:31])[O-:32])[cH:9][c:10]2[c:16]1[NH:15][C:14](=[O:20])[C:13]([CH3:21])([CH3:22])[N:12]=[C:11]2[c:23]1[c:24]([F:29])[cH:25][cH:26][cH:27][cH:28]1. The reactants are intermediate 24, C(C)OC(=O)C1=C(C(N2CC(N3CCCCN3C2=N1)=O)=O)OCC1=CC=CC=C1 (2-benzyloxy-1,9-dioxo-5,6,7,8,9,10-hexahydro-1H-4,4b,8a, 10a-tetraaza-phenanthrene-3-carboxylic acid ethyl ester). The solvent is FC(C(=O)O)(F)F (trifluoroacetic acid). Yields the product C(C)OC(=O)C1=C(C(N2CC(N3CCCCN3C2=N1)=O)=O)O (2-Hydroxy-1,9-dioxo-5,6,7,8,9,10-hexahydro-1H-4,4b,8a,10a-tetraaza-phenanthrene-3-carboxylic acid ethyl ester). Reaction SMILES: [CH2:1]([O:3][C:4]([C:6]1[N:19]=[C:18]2[N:9]([CH2:10][C:11](=[O:20])[N:12]3[N:17]2[CH2:16][CH2:15][CH2:14][CH2:13]3)[C:8](=[O:21])[C:7]=1[O:22]CC1C=CC=CC=1)=[O:5])[CH3:2]>FC(F)(F)C(O)=O>[CH2:1]([O:3][C:4]([C:6]1[N:19]=[C:18]2[N:9]([CH2:10][C:11](=[O:20])[N:12]3[N:17]2[CH2:16][CH2:15][CH2:14][CH2:13]3)[C:8](=[O:21])[C:7]=1[OH:22])=[O:5])[CH3:2]. Procedure: A solution of intermediate 24, 2-benzyloxy-1,9-dioxo-5,6,7,8,9,10-hexahydro-1H-4,4b,8a, 10a-tetraaza-phenanthrene-3-carboxylic acid ethyl ester (0.396 g, 1.0 mmol) in trifluoroacetic acid (5 mL) was stirred for 18 hours. The reaction was dried in vacuo to give the title compound as an oil which partially crystallized upon standing. 1H NMR (500 MHz, CDCl3) δ ppm: 10.35 (1H, br s), 4.63 (2H, s), 4.45 (2H, q, J=7.0 Hz), 3.83–3.88 (2H, m,), 3.72–3,76 (2H, m), 1.90–1.97 (2H, m), 1.76–1.83 (2H, m), 1.... Reactants: O=C([O-])[O-], CCOC(C)=O, CO, Cl, [K+], [K+], NO, Cc1c(C)c2c(c(C)c1O)C(=O)CC(C)(COc1ccc(CC3SC(=O)N(CC(=O)OC(C)(C)C)C3=O)cc1)O2, c1ccncc1. Yields the product Cc1c(C)c2c(c(C)c1O)C(=NO)CC(C)(COc1ccc(CC3SC(=O)N(CC(=O)OC(C)(C)C)C3=O)cc1)O2. As a reaction SMILES: [C:50](=[O:51])([O-:52])[O-:53].[CH3:56][CH2:57][O:58][C:59](=[O:60])[CH3:61].[CH3:62][OH:63].[ClH:41].[K+:54].[K+:55].[NH2:42][OH:43].[OH:1][c:2]1[c:3]([CH3:40])[c:4]2[c:9]([c:10]([CH3:13])[c:11]1[CH3:12])[O:8][C:7]([CH3:14])([CH2:15][O:16][c:17]1[cH:18][cH:19][c:20]([CH2:21][CH:22]3[C:23](=[O:36])[N:24]([CH2:28][C:29](=[O:30])[O:31][C:32]([CH3:33])([CH3:34])[CH3:35])[C:25](=[O:27])[S:26]3)[cH:37][cH:38]1)[CH2:6][C:5]2=[O:39].[cH:44]1[cH:45][cH:46][n:47][cH:48][cH:49]1>>[OH:1][c:2]1[c:3]([CH3:40])[c:4]2[c:9]([c:10]([CH3:13])[c:11]1[CH3:12])[O:8][C:7]([CH3:14])([CH2:15][O:16][c:17]1[cH:18][cH:19][c:20]([CH2:21][CH:22]3[C:23](=[O:36])[N:24]([CH2:28][C:29](=[O:30])[O:31][C:32]([CH3:33])([CH3:34])[CH3:35])[C:25](=[O:27])[S:26]3)[cH:37][cH:38]1)[CH2:6][C:5]2=[N:42][OH:43]. Reactants: CCOCOc1ccc(C=O)c(OCOCC)c1, ClCCl, O=C(OO)c1cccc(Cl)c1. Yields the product CCOCOc1ccc(O)c(OCOCC)c1. RXN SMILES: [CH2:1]([CH3:2])[O:3][CH2:4][O:5][c:6]1[c:7]([CH:8]=[O:9])[cH:10][cH:11][c:12]([O:14][CH2:15][O:16][CH2:17][CH3:18])[cH:13]1.[Cl:30][CH2:31][Cl:32].[OH:19][O:20][C:21]([c:22]1[cH:23][c:24]([Cl:25])[cH:26][cH:27][cH:28]1)=[O:29]>>[CH2:1]([CH3:2])[O:3][CH2:4][O:5][c:6]1[c:7]([OH:19])[cH:10][cH:11][c:12]([O:14][CH2:15][O:16][CH2:17][CH3:18])[cH:13]1. Procedure: A mixture of 2-(3-bromo-phenyl)-3,3-dimethyl-1,2,3,4-tetrahydro-quinoline-6-carboxylic acid (360 mg, 1.0 mmol), 7-benzyl-5,6,7,8-tetrahydro-3H-pyrido[3,4-d]pyrimidin-4-one (300 mg, 1.3 mmol), copper(I) iodide (80 mg, 0.4 mmol), N,N-dimethylglycine hydrochloride (117 mg, 0.8 mmol) and potassium carbonate (769 mg, 5.6 mmol) in dimethyl sulfoxide (5 mL) was stirred at 120° C. for 16 h. Then the reaction mixture cooled to room temperature. The reaction mixture was extracted with ethyl acetate (2×150... Reactants: BrC=1C=C(C=CC1)C1NC2=CC=C(C=C2CC1(C)C)C(=O)O (2-(3-bromo-phenyl)-3,3-dimethyl-1,2,3,4-tetrahydro-quinoline-6-carboxylic acid), C(C1=CC=CC=C1)N1CC=2N=CNC(C2CC1)=O (7-benzyl-5,6,7,8-tetrahydro-3H-pyrido[3,4-d]pyrimidin-4-one), Cl.CN(CC(=O)O)C (N,N-dimethylglycine hydrochloride), C([O-])([O-])=O.[K+].[K+] (potassium carbonate). Reaction SMILES: Br[C:2]1[CH:3]=[C:4]([CH:8]2[C:17]([CH3:19])([CH3:18])[CH2:16][C:15]3[C:10](=[CH:11][CH:12]=[C:13]([C:20]([OH:22])=[O:21])[CH:14]=3)[NH:9]2)[CH:5]=[CH:6][CH:7]=1.[CH2:23]([N:30]1[CH2:39][CH2:38][C:37]2[C:36](=[O:40])[NH:35][CH:34]=[N:33][C:32]=2[CH2:31]1)[C:24]1[CH:29]=[CH:28][CH:27]=[CH:26][CH:25]=1.Cl.CN(C)CC(O)=O.C(=O)([O-])[O-].[K+].[K+]>CS(C)=O.[Cu]I>[CH2:23]([N:30]1[CH2:39][CH2:38][C:37]2[C:36](=[O:40])[N:35]([C:2]3[CH:3]=[C:4]([CH:8]4[C:17]([CH3:19])([CH3:18])[CH2:16][C:15]5[C:10](=[CH:11][CH:12]=[C:13]([C:20]([OH:22])=[O:21])[CH:14]=5)[NH:9]4)[CH:5]=[CH:6][CH:7]=3)[CH:34]=[N:33][C:32]=2[CH2:31]1)[C:24]1[CH:25]=[CH:26][CH:27]=[CH:28][CH:29]=1 |f:2.3,4.5.6|. Product: C(C1=CC=CC=C1)N1CC=2N=CN(C(C2CC1)=O)C=1C=C(C=CC1)C1NC2=CC=C(C=C2CC1(C)C)C(=O)O (2-[3-(7-benzyl-4-oxo-5,6,7,8-tetrahydro-4H-pyrido[3,4-d]pyrimidin-3-yl)-phenyl]-3,3-dimethyl-1,2,3,4-tetrahydro-quinoline-6-carboxylic acid). Solvent: CS(=O)C (dimethyl sulfoxide). The reagents and catalysts are [Cu]I (copper(I) iodide). Yield: 61.5%. Reaction conditions: temperature 120 celsius, time 16 hour. The reactants are OC=1C=C(CC2N(CCC3=CC(=C(C=C23)OC)OC)CC(=O)NCC2=CC=CC=C2)C=CC1OC (2-[1-(3-hydroxy-4-methoxy-benzyl)-6,7-dimethoxy-3,4-dihydro-1H-isoquinolin-2-yl]-N-benzyl-acetamide), C(CCC)Br (butyl bromide). Product: C(CCC)OC=1C=C(CC2N(CCC3=CC(=C(C=C23)OC)OC)CC(=O)NCC2=CC=CC=C2)C=CC1OC (2-[1-(3-butoxy-4-methoxy-benzyl)-6,7-dimethoxy-3,4-dihydro-1H-isoquinolin-2-yl]-N-benzyl-acetamide). Reaction SMILES: [OH:1][C:2]1[CH:3]=[C:4]([CH:31]=[CH:32][C:33]=1[O:34][CH3:35])[CH2:5][CH:6]1[C:15]2[C:10](=[CH:11][C:12]([O:18][CH3:19])=[C:13]([O:16][CH3:17])[CH:14]=2)[CH2:9][CH2:8][N:7]1[CH2:20][C:21]([NH:23][CH2:24][C:25]1[CH:30]=[CH:29][CH:28]=[CH:27][CH:26]=1)=[O:22].[CH2:36](Br)[CH2:37][CH2:38][CH3:39]>>[CH2:36]([O:1][C:2]1[CH:3]=[C:4]([CH:31]=[CH:32][C:33]=1[O:34][CH3:35])[CH2:5][CH:6]1[C:15]2[C:10](=[CH:11][C:12]([O:18][CH3:19])=[C:13]([O:16][CH3:17])[CH:14]=2)[CH2:9][CH2:8][N:7]1[CH2:20][C:21]([NH:23][CH2:24][C:25]1[CH:30]=[CH:29][CH:28]=[CH:27][CH:26]=1)=[O:22])[CH2:37][CH2:38][CH3:39]. Procedure: prepared by reaction of 2-[1-(3-hydroxy-4-methoxy-benzyl)-6,7-dimethoxy-3,4-dihydro-1H-isoquinolin-2-yl]-N-benzyl-acetamide with butyl bromide